This data is from the Open Reaction Database (ORD), a public repository of structured organic reaction records. The task is: describe an organic reaction: reactants, conditions, products, and yield The reactants are CC(=O)O[BH-](OC(C)=O)OC(C)=O, CC(=O)O, CO, ClCCCl, NCc1ccccc1, [Na+], CC(=O)CCc1ccc(Oc2ccc(C(N)=O)cn2)cc1. Yields the product CC(CCc1ccc(Oc2ccc(C(N)=O)cn2)cc1)NCc1ccccc1. As a reaction SMILES: [C:1]([O:2][BH-:3]([O:4][C:5](=[O:6])[CH3:7])[O:8][C:9](=[O:10])[CH3:11])(=[O:12])[CH3:13].[CH3:44][C:45](=[O:46])[OH:47].[CH3:48][OH:49].[Cl:50][CH2:51][CH2:52][Cl:53].[NH2:36][CH2:37][c:38]1[cH:39][cH:40][cH:41][cH:42][cH:43]1.[Na+:14].[O:15]=[C:16]([CH2:17][CH2:18][c:19]1[cH:20][cH:21][c:22]([O:23][c:24]2[n:25][cH:26][c:27]([C:28](=[O:29])[NH2:30])[cH:31][cH:32]2)[cH:33][cH:34]1)[CH3:35]>>[CH:16]([CH2:17][CH2:18][c:19]1[cH:20][cH:21][c:22]([O:23][c:24]2[n:25][cH:26][c:27]([C:28](=[O:29])[NH2:30])[cH:31][cH:32]2)[cH:33][cH:34]1)([CH3:35])[NH:36][CH2:37][c:38]1[cH:39][cH:40][cH:41][cH:42][cH:43]1. Reactants: Br, O=C(n1ccnc1)n1ccnc1, COCCn1c(C)c(C)sc1=N, CCOC(C)=O, O=C(O)c1cccnc1Cl, O. Yields the product COCCn1c(C)c(C)sc1=NC(=O)c1cccnc1Cl. As a reaction SMILES: [BrH:24].[C:11]([n:12]1[cH:13][cH:14][n:15][cH:16]1)([n:17]1[cH:18][cH:19][n:20][cH:21]1)=[O:22].[CH3:25][O:26][CH2:27][CH2:28][n:29]1[c:30](=[NH:36])[s:31][c:32]([CH3:35])[c:33]1[CH3:34].[CH3:37][CH2:38][O:39][C:40](=[O:41])[CH3:42].[Cl:1][c:2]1[c:3]([C:4](=[O:5])[OH:6])[cH:7][cH:8][cH:9][n:10]1.[OH2:23]>>[Cl:1][c:2]1[c:3]([C:4](=[O:6])[N:36]=[c:30]2[n:29]([CH2:28][CH2:27][O:26][CH3:25])[c:33]([CH3:34])[c:32]([CH3:35])[s:31]2)[cH:7][cH:8][cH:9][n:10]1.